From a dataset of the Open Reaction Database (ORD), a public repository of structured organic reaction records. describe an organic reaction: reactants, conditions, products, and yield Reactants: Cc1ccccc1, [Ca+2], [Cl-], [Cl-], [Cl-], Cl, [Cu]I, [Cu], COC(=O)NCc1cc(C#CC(C)O)ccc1F, [Na+]. Product: COC(=O)NCc1cc(C#CC(C)Cl)ccc1F. Reaction SMILES: [CH3:25][c:26]1[cH:27][cH:28][cH:29][cH:30][cH:31]1.[Ca+2:21].[Cl-:19].[Cl-:20].[Cl-:24].[ClH:22].[Cu:32][I:33].[Cu:34].[F:1][c:2]1[c:3]([CH2:4][NH:5][C:6]([O:7][CH3:8])=[O:9])[cH:10][c:11]([C:14]#[C:15][CH:16]([CH3:17])[OH:18])[cH:12][cH:13]1.[Na+:23]>>[F:1][c:2]1[c:3]([CH2:4][NH:5][C:6]([O:7][CH3:8])=[O:9])[cH:10][c:11]([C:14]#[C:15][CH:16]([CH3:17])[Cl:19])[cH:12][cH:13]1. Starting materials: BrC=1SC2=C(N=C(N=C2Cl)SCC2=CC=CC=C2)N1 (2-Bromo-7-chloro-5-[(phenylmethyl)thio]thiazolo[4,5-d]pyrimidine), Cl.NCC(=O)N (glycinamide hydrochloride). Reaction SMILES: Br[C:2]1[S:3][C:4]2[C:9]([Cl:10])=[N:8][C:7]([S:11][CH2:12][C:13]3[CH:18]=[CH:17][CH:16]=[CH:15][CH:14]=3)=[N:6][C:5]=2[N:19]=1.Cl.[NH2:21][CH2:22][C:23]([NH2:25])=[O:24]>>[Cl:10][C:9]1[C:4]2[S:3][C:2]([NH:21][CH2:22][C:23]([NH2:25])=[O:24])=[N:19][C:5]=2[N:6]=[C:7]([S:11][CH2:12][C:13]2[CH:18]=[CH:17][CH:16]=[CH:15][CH:14]=2)[N:8]=1 |f:1.2|. Yields the product ClC=1C2=C(N=C(N1)SCC1=CC=CC=C1)N=C(S2)NCC(=O)N (2-[[7-Chloro-5-[(phenylmethyl)thio]thiazolo[4,5-d]pyrimidin-2-yl]amino]-acetamide). Reported procedure: Prepared by the method of Example 231, using the product of Example 219 and glycinamide hydrochloride. Reactants: O (Water), C(C)(C)N(CC)C(C)C (diisopropylethylamine), ClC=1OC2=C(N1)C=CC=C2 (2-chlorobenzoxazole), NCCCC=1C=C(OC(C(=O)OC(C)(C)C)(C)C)C=CC1 (tert-Butyl 2-[3-(3-aminopropyl)phenoxy]-2-methylpropionate). Run in O1CCCC1 (tetrahydrofuran). Run at time 4 hour. The product is O1C(=NC2=C1C=CC=C2)NCCCC=2C=C(OC(C(=O)OC(C)(C)C)(C)C)C=CC2 (tert-Butyl 2-[3-[3-(N-Benzoxazol-2-yl)aminopropyl]phenoxy]-2-methylpropionate). Reaction SMILES: [NH2:1][CH2:2][CH2:3][CH2:4][C:5]1[CH:6]=[C:7]([CH:19]=[CH:20][CH:21]=1)[O:8][C:9]([CH3:18])([CH3:17])[C:10]([O:12][C:13]([CH3:16])([CH3:15])[CH3:14])=[O:11].C(N(C(C)C)CC)(C)C.Cl[C:32]1[O:33][C:34]2[CH:40]=[CH:39][CH:38]=[CH:37][C:35]=2[N:36]=1.O>O1CCCC1>[O:33]1[C:34]2[CH:40]=[CH:39][CH:38]=[CH:37][C:35]=2[N:36]=[C:32]1[NH:1][CH2:2][CH2:3][CH2:4][C:5]1[CH:6]=[C:7]([CH:19]=[CH:20][CH:21]=1)[O:8][C:9]([CH3:18])([CH3:17])[C:10]([O:12][C:13]([CH3:15])([CH3:16])[CH3:14])=[O:11]. Procedure: tert-Butyl 2-[3-(3-aminopropyl)phenoxy]-2-methylpropionate (167 mg, 0.57 mmol) was dissolved in tetrahydrofuran (3.0 mL). Subsequently, diisopropylethylamine (73.6 mg, 0.57 mmol) and then 2-chlorobenzoxazole (96.2 mg, 0.63 mmol) were added dropwise thereto, and the mixture was stirred for four hours at room temperature. Water was added thereto, and the resultant mixture was extracted with ethyl acetate. The organic layer was washed with saturated brine, followed by drying over sodium sulfate, co... The reactants are [Br-], C1CCOC1, C[P+](c1ccccc1)(c1ccccc1)c1ccccc1, [Li]CCCC, CCCCCC, O=C1CC(c2ccccc2)C1. The product is C=C1CC(c2ccccc2)C1. RXN SMILES: [Br-:17].[CH2:38]1[O:39][CH2:40][CH2:41][CH2:42]1.[CH3:18][P+:19]([c:20]1[cH:21][cH:22][cH:23][cH:24][cH:25]1)([c:26]1[cH:27][cH:28][cH:29][cH:30][cH:31]1)[c:32]1[cH:33][cH:34][cH:35][cH:36][cH:37]1.[CH3:1][CH2:2][CH2:3][CH2:4][Li:5].[CH3:43][CH2:44][CH2:45][CH2:46][CH2:47][CH3:48].[c:6]1([CH:12]2[CH2:13][C:14](=[O:16])[CH2:15]2)[cH:7][cH:8][cH:9][cH:10][cH:11]1>>[CH2:1]=[C:14]1[CH2:13][CH:12]([c:6]2[cH:7][cH:8][cH:9][cH:10][cH:11]2)[CH2:15]1. Reactants: CC1(OCCO1)C=1C=C(SC1)CN1N=CC(=N1)N (2-[4-(2-methyl-[1,3]dioxolan-2-yl)-thiophen-2-ylmethyl]-2H-[1,2,3]triazol-4-ylamine), C1(=CC=CC=C1)C1=C(N=CO1)C(=O)O (5-phenyl-oxazole-4-carboxylic acid). Product: C(C)(=O)C=1C=C(SC1)CN1N=CC(=N1)NC(=O)C=1N=COC1C1=CC=CC=C1 (5-Phenyl-oxazole-4-carboxylic acid [2-(4-acetyl-thiophen-2-ylmethyl)-2H-[1,2,3]triazol-4-yl]-amide). Reaction SMILES: [CH3:1][C:2]1([C:7]2[CH:8]=[C:9]([CH2:12][N:13]3[N:17]=[C:16]([NH2:18])[CH:15]=[N:14]3)[S:10][CH:11]=2)[O:6]CCO1.[C:19]1([C:25]2[O:29][CH:28]=[N:27][C:26]=2[C:30](O)=[O:31])[CH:24]=[CH:23][CH:22]=[CH:21][CH:20]=1>>[C:2]([C:7]1[CH:8]=[C:9]([CH2:12][N:13]2[N:17]=[C:16]([NH:18][C:30]([C:26]3[N:27]=[CH:28][O:29][C:25]=3[C:19]3[CH:20]=[CH:21][CH:22]=[CH:23][CH:24]=3)=[O:31])[CH:15]=[N:14]2)[S:10][CH:11]=1)(=[O:6])[CH3:1]. Procedure details: Following general procedure A followed by B, starting from 2-[4-(2-methyl-[1,3]dioxolan-2-yl)-thiophen-2-ylmethyl]-2H-[1,2,3]triazol-4-ylamine and 5-phenyl-oxazole-4-carboxylic acid. The reactants are FC(C=1C=CC2=C(CC(C3=C(S2)C=CC(=C3)C(C(=O)N)C)=O)C1)(F)F (2-(10,11-dihydro-8-trifluoromethyl-11-oxodibenzo[b,f]thiepin-2-yl)-propionamide), C(C)O (ethanol), [OH-].[Na+] (sodium hydroxide). The solvent is O (water), O (water). Run at temperature 75 celsius, time 5 hour. Yields the product FC(C=1C=CC2=C(CC(C3=C(S2)C=CC(=C3)C(C(=O)O)C)=O)C1)(F)F (2-(10,11-dihydro-8-trifluoromethyl-11-oxodibenzo[b,f]thiepin-2-yl)-propionic acid). Yield: 38.0%. Reaction SMILES: [F:1][C:2]([F:25])([F:24])[C:3]1[CH:4]=[CH:5][C:6]2[S:12][C:11]3[CH:13]=[CH:14][C:15]([CH:17]([CH3:21])[C:18](N)=[O:19])=[CH:16][C:10]=3[C:9](=[O:22])[CH2:8][C:7]=2[CH:23]=1.C([OH:28])C.[OH-].[Na+]>O>[F:1][C:2]([F:25])([F:24])[C:3]1[CH:4]=[CH:5][C:6]2[S:12][C:11]3[CH:13]=[CH:14][C:15]([CH:17]([CH3:21])[C:18]([OH:28])=[O:19])=[CH:16][C:10]=3[C:9](=[O:22])[CH2:8][C:7]=2[CH:23]=1 |f:2.3|. Procedure: To a mixture of 40 mg of 2-(10,11-dihydro-8-trifluoromethyl-11-oxodibenzo[b,f]thiepin-2-yl)-propionamide and 1 ml of ethanol was added 200 mg of sodium hydroxide in 1 ml of water, and the mixture was stirred at 75° C. for 5 hours. After cooling, the solvent or ethanol was removed by distillation to obtain a residue, to which was added water, and the resulting mixture was washed with chloroform. The aqueous layer was acidified with hydrochloric acid and extracted with ethyl acetate. The extract w...